This data is from the Open Reaction Database (ORD), a public repository of structured organic reaction records. The task is: describe an organic reaction: reactants, conditions, products, and yield Yields the product CCC(C)(CC)COCc1cccc(Oc2ccccc2)n1. As a reaction SMILES: [Br-:26].[CH2:3]([CH3:4])[C:5]([CH2:6][OH:7])([CH2:8][CH3:9])[CH3:10].[CH3:27][CH2:28][CH2:29][CH2:30][N+:31]([CH2:32][CH2:33][CH2:34][CH3:35])([CH2:36][CH2:37][CH2:38][CH3:39])[CH2:40][CH2:41][CH2:42][CH3:43].[CH3:44][c:45]1[cH:46][cH:47][cH:48][cH:49][cH:50]1.[Na+:2].[O:11]([c:12]1[cH:13][cH:14][cH:15][cH:16][cH:17]1)[c:18]1[cH:19][cH:20][cH:21][c:22]([CH2:24][Cl:25])[n:23]1.[OH-:1]>>[CH2:3]([CH3:4])[C:5]([CH2:6][O:7][CH2:24][c:22]1[cH:21][cH:20][cH:19][c:18]([O:11][c:12]2[cH:13][cH:14][cH:15][cH:16][cH:17]2)[n:23]1)([CH2:8][CH3:9])[CH3:10]. The reactants are [Br-], CCC(C)(CC)CO, CCCC[N+](CCCC)(CCCC)CCCC, Cc1ccccc1, [Na+], ClCc1cccc(Oc2ccccc2)n1, [OH-]. Starting materials: OC1=CC=C(C=C1)CCCO (3-(4-hydroxyphenyl)-1-propanol), BrCCC (1-bromopropane), C([O-])([O-])=O.[K+].[K+] (potassium carbonate). Solvent: CC(=O)C (acetone). Yields the product C(CC)OC1=CC=C(C=C1)CCCO (3-(4-propoxyphenyl)-1-propanol). RXN SMILES: [OH:1][C:2]1[CH:7]=[CH:6][C:5]([CH2:8][CH2:9][CH2:10][OH:11])=[CH:4][CH:3]=1.Br[CH2:13][CH2:14][CH3:15].C(=O)([O-])[O-].[K+].[K+]>CC(C)=O>[CH2:13]([O:1][C:2]1[CH:3]=[CH:4][C:5]([CH2:8][CH2:9][CH2:10][OH:11])=[CH:6][CH:7]=1)[CH2:14][CH3:15] |f:2.3.4|. Procedure: A mixture of 3-(4-hydroxyphenyl)-1-propanol (1.33 g), 1-bromopropane (1.2 ml) and potassium carbonate (2.25 g) and acetone (100 ml) was heated at reflux for 2 days. After concentration under reduced pressure, the residue was mixed with water and was extracted with ethyl acetate. The organic layer was washed with a 1 N aqueous solution of sodium hydroxide and an aqueous saturated solution of sodium chloride, and was dried with magnesium sulfate. The resulting organic layer was evaporated under re... The reactants are CN1CCOCC1 (4-methylmorpholine), ClC(=O)OCC(C)C (isobutyl chloroformate), ON=C(C1=CC=CC=C1)N (N′-hydroxybenzimidamide), C(C)(C)(C)OC(CN(C(C1=CC=C(C=C1)NC(CC1=C(C=C(C=C1)OC)C(F)(F)F)=O)=O)CC1=CC=C(C(=O)O)C=C1)=O (4-((N-(2-(tert-butoxy)-2-oxoethyl)-4-(2-(4-methoxy-2-(trifluoromethyl)phenyl)acetamido)benzamido)methyl)benzoic acid). The solvent is O1CCOCC1 (dioxane), CN(C)C=O (DMF). Conditions: temperature 120 celsius, time 1 hour. The product is COC1=CC(=C(C=C1)CC(=O)NC1=CC=C(C(=O)N(CC2=CC=C(C=C2)C2=NC(=NO2)C2=CC=CC=C2)CC(=O)O)C=C1)C(F)(F)F (2-(4-(2-(4-methoxy-2-(trifluoromethyl)phenyl)acetamido)-N-(4-(3-phenyl-1,2,4-oxadiazol-5-yl)benzyl)benzamido) acetic acid). Yield: 14.0%. Reaction SMILES: C([O:5][C:6](=[O:43])[CH2:7][N:8]([CH2:33][C:34]1[CH:42]=[CH:41][C:37]([C:38](O)=O)=[CH:36][CH:35]=1)[C:9](=[O:32])[C:10]1[CH:15]=[CH:14][C:13]([NH:16][C:17](=[O:31])[CH2:18][C:19]2[CH:24]=[CH:23][C:22]([O:25][CH3:26])=[CH:21][C:20]=2[C:27]([F:30])([F:29])[F:28])=[CH:12][CH:11]=1)(C)(C)C.CN1CCOCC1.ClC(OCC(C)C)=O.[OH:59][N:60]=[C:61]([NH2:68])[C:62]1[CH:67]=[CH:66][CH:65]=[CH:64][CH:63]=1>O1CCOCC1.CN(C=O)C>[CH3:26][O:25][C:22]1[CH:23]=[CH:24][C:19]([CH2:18][C:17]([NH:16][C:13]2[CH:12]=[CH:11][C:10]([C:9]([N:8]([CH2:7][C:6]([OH:43])=[O:5])[CH2:33][C:34]3[CH:42]=[CH:41][C:37]([C:38]4[O:59][N:60]=[C:61]([C:62]5[CH:67]=[CH:66][CH:65]=[CH:64][CH:63]=5)[N:68]=4)=[CH:36][CH:35]=3)=[O:32])=[CH:15][CH:14]=2)=[O:31])=[C:20]([C:27]([F:28])([F:30])[F:29])[CH:21]=1. Procedure details: To a stirring solution of 4-((N-(2-(tert-butoxy)-2-oxoethyl)-4-(2-(4-methoxy-2-(trifluoromethyl)phenyl)acetamido)benzamido)methyl)benzoic acid INT-37 (129 mg, 0.22 mmol) and 4-methylmorpholine (52.0 μL, 0.47 mmol) in dioxane (2 mL) was added isobutyl chloroformate (28.0 μL, 0.22 mmol). After 1 h, the reaction mixture was added to a stirring solution of N′-hydroxybenzimidamide (32.0 mg, 0.24 mmol) in DMF (2 mL). After a further 1 h, the reaction mixture was heated to 120° C. for 1 h. The reaction... The reactants are [Si](C)(C)(C(C)(C)C)OCC=1C(=C(C=CC1)N1CC(C1)C1CCN(CC1)C(=O)OC(C)(C)C)F (tert-Butyl 4-{1-[3-({[tert-butyl(dimethyl)silyl]oxy}methyl)-2-fluorophenyl]azetidin-3-yl}piperidine-1-carboxylate), C(=O)(C(F)(F)F)O (TFA). Solvent: C(Cl)Cl (CH2Cl2). Conditions: time 3 hour. Yields the product [Si](C)(C)(C(C)(C)C)OCC=1C(=C(C=CC1)N1CC(C1)C1CCNCC1)F (4-{1-[3-({[tert-butyl(dimethyl)silyl]oxy}methyl)-2-fluorophenyl]azetidin-3-yl}piperidine). The yield is 42.5%. RXN SMILES: [Si:1]([O:8][CH2:9][C:10]1[C:11]([F:33])=[C:12]([N:16]2[CH2:19][CH:18]([CH:20]3[CH2:25][CH2:24][N:23](C(OC(C)(C)C)=O)[CH2:22][CH2:21]3)[CH2:17]2)[CH:13]=[CH:14][CH:15]=1)([C:4]([CH3:7])([CH3:6])[CH3:5])([CH3:3])[CH3:2].C(O)(C(F)(F)F)=O>C(Cl)Cl>[Si:1]([O:8][CH2:9][C:10]1[C:11]([F:33])=[C:12]([N:16]2[CH2:19][CH:18]([CH:20]3[CH2:21][CH2:22][NH:23][CH2:24][CH2:25]3)[CH2:17]2)[CH:13]=[CH:14][CH:15]=1)([C:4]([CH3:7])([CH3:5])[CH3:6])([CH3:3])[CH3:2]. Procedure details: tert-Butyl 4-{1-[3-({[tert-butyl(dimethyl)silyl]oxy}methyl)-2-fluorophenyl]azetidin-3-yl}piperidine-1-carboxylate (2 g) was mixed with CH2Cl2 (20 ml), and TFA (5 ml) was added thereto, followed by stirring at room temperature for 3 hours. The reaction mixture was concentrated under reduced pressure. The obtained residue was mixed with CH2Cl2 (30 ml), and TEA (6 ml) and TBSCl (2.5 g) were added thereto, followed by stirring at 60° C. overnight. Water was added to the reaction mixture, and the org... Yields the product COCC1=CC=C(C=N1)OC=1C=C2C=C(NC2=C(C1)OC1CCOCC1)C=1SC(CN1)CCO (2-{2-[5-{[6-(Methoxymethyl)pyridin-3-yl]oxy}-7-(tetrahydro-2H-pyran-4-yloxy)-1H-indol-2-yl]-4,5-dihydro-1,3-thiazol-5-yl}ethanol). The solvent is C(C)(=O)OCC (ethyl acetate), O1CCCC1 (tetrahydrofuran), CO (methanol), C(C)(=O)OCC (ethyl acetate), CCCCCC (hexane), CCCCCC (hexane), CO (methanol). Reported procedure: To a solution of ethyl{2-[5-{[6-(methoxymethyl)pyridin-3-yl]oxy}-7-(tetrahydro-2H-pyran-4-yloxy)-1H-indol-2-yl]-4,5-dihydro-1,3-thiazol-5-yl}acetate (500 mg) in tetrahydrofuran (10 mL) and methanol (15 mL) was added lithium tetrahydroborate (80 mg) at room temperature 3 times at 30 min intervals, and the mixture was stirred at room temperature for 1 hr. Water was added to the reaction mixture, and the mixture was extracted with ethyl acetate. The organic layer was washed with saturated brine, dr... Reactants: C(C)OC(CC1CN=C(S1)C=1NC2=C(C=C(C=C2C1)OC=1C=NC(=CC1)COC)OC1CCOCC1)=O (ethyl{2-[5-{[6-(methoxymethyl)pyridin-3-yl]oxy}-7-(tetrahydro-2H-pyran-4-yloxy)-1H-indol-2-yl]-4,5-dihydro-1,3-thiazol-5-yl}acetate), [BH4-].[Li+] (lithium tetrahydroborate), O (Water). Isolated yield 26.5%. As a reaction SMILES: C([O:3][C:4](=O)[CH2:5][CH:6]1[S:10][C:9]([C:11]2[NH:12][C:13]3[C:18]([CH:19]=2)=[CH:17][C:16]([O:20][C:21]2[CH:22]=[N:23][C:24]([CH2:27][O:28][CH3:29])=[CH:25][CH:26]=2)=[CH:15][C:14]=3[O:30][CH:31]2[CH2:36][CH2:35][O:34][CH2:33][CH2:32]2)=[N:8][CH2:7]1)C.[BH4-].[Li+].O>O1CCCC1.CO.CCCCCC.C(OCC)(=O)C>[CH3:29][O:28][CH2:27][C:24]1[N:23]=[CH:22][C:21]([O:20][C:16]2[CH:17]=[C:18]3[C:13](=[C:14]([O:30][CH:31]4[CH2:36][CH2:35][O:34][CH2:33][CH2:32]4)[CH:15]=2)[NH:12][C:11]([C:9]2[S:10][CH:6]([CH2:5][CH2:4][OH:3])[CH2:7][N:8]=2)=[CH:19]3)=[CH:26][CH:25]=1 |f:1.2|. Conditions: time 1 hour.